From a dataset of the Open Reaction Database (ORD), a public repository of structured organic reaction records. describe an organic reaction: reactants, conditions, products, and yield The reactants are CC1=CC(=NC=C1)N1C(=NC=C1)S (1-(4-methyl-2-pyridyl)-2-mercaptoimidazole), CC1=C(C(=CC(=C1)C)C)S(=O)(=O)NC1=C(CCl)C=CC=C1 (o-(2,4,6-trimethylphenyl)sulfonylaminobenzyl chloride). The product is CC1=CC(=NC=C1)N1C(=NC=C1)SCC1=C(C=CC=C1)NS(=O)(=O)C1=C(C=C(C=C1C)C)C (1-(4-methyl-2-pyridyl)-2-(2-(2,4,6-trimethylphenyl)sulfonylaminobenzylthio)imidazole). Reaction SMILES: [CH3:1][C:2]1[CH:7]=[CH:6][N:5]=[C:4]([N:8]2[CH:12]=[CH:11][N:10]=[C:9]2[SH:13])[CH:3]=1.[CH3:14][C:15]1[CH:20]=[C:19]([CH3:21])[CH:18]=[C:17]([CH3:22])[C:16]=1[S:23]([NH:26][C:27]1[CH:34]=[CH:33][CH:32]=[CH:31][C:28]=1[CH2:29]Cl)(=[O:25])=[O:24]>>[CH3:1][C:2]1[CH:7]=[CH:6][N:5]=[C:4]([N:8]2[CH:12]=[CH:11][N:10]=[C:9]2[S:13][CH2:29][C:28]2[CH:31]=[CH:32][CH:33]=[CH:34][C:27]=2[NH:26][S:23]([C:16]2[C:15]([CH3:14])=[CH:20][C:19]([CH3:21])=[CH:18][C:17]=2[CH3:22])(=[O:24])=[O:25])[CH:3]=1. Procedure: 1.25 g of 1-(4-methyl-2-pyridyl)-2-mercaptoimidazole and o-(2,4,6-trimethylphenyl)sulfonylaminobenzyl chloride are treated in the same manner as described in Example 1-(1) to give 2.19 g of 1-(4-methyl-2-pyridyl)-2-(2-(2,4,6-trimethylphenyl)sulfonylaminobenzylthio)imidazole. The reactants are COCCO[AlH2-]OCCOC, CCOC(=O)c1c(N)nc(C)c(C(=O)OC)c1-c1ccc(C)cc1, [Na+], C1CCOC1. Yields the product COC(=O)c1c(C)nc(N)c(CO)c1-c1ccc(C)cc1. Reaction SMILES: [CH3:2][O:3][CH2:4][CH2:5][O:6][AlH2-:7][O:8][CH2:9][CH2:10][O:11][CH3:12].[NH2:13][c:14]1[n:15][c:16]([CH3:36])[c:17]([C:32](=[O:33])[O:34][CH3:35])[c:18](-[c:25]2[cH:26][cH:27][c:28]([CH3:31])[cH:29][cH:30]2)[c:19]1[C:20](=[O:21])[O:22][CH2:23][CH3:24].[Na+:1].[O:37]1[CH2:38][CH2:39][CH2:40][CH2:41]1>>[NH2:13][c:14]1[n:15][c:16]([CH3:36])[c:17]([C:32](=[O:33])[O:34][CH3:35])[c:18](-[c:25]2[cH:26][cH:27][c:28]([CH3:31])[cH:29][cH:30]2)[c:19]1[CH2:20][OH:21]. Reactants: O=C([O-])[O-], CS(C)=O, CCOC(C)=O, NC(=O)c1ccc(-c2ccccc2F)c2c1[nH]c1cc(O)ccc12, CI, [K+], [K+]. Product: COc1ccc2c(c1)[nH]c1c(C(N)=O)ccc(-c3ccccc3F)c12. RXN SMILES: [C:1](=[O:2])([O-:3])[O-:4].[CH3:33][S:34]([CH3:35])=[O:36].[CH3:37][CH2:38][O:39][C:40]([CH3:41])=[O:42].[F:9][c:10]1[c:11](-[c:16]2[cH:17][cH:18][c:19]([C:30](=[O:31])[NH2:32])[c:20]3[nH:21][c:22]4[cH:23][c:24]([OH:29])[cH:25][cH:26][c:27]4[c:28]23)[cH:12][cH:13][cH:14][cH:15]1.[I:7][CH3:8].[K+:5].[K+:6]>>[CH3:1][O:29][c:24]1[cH:23][c:22]2[nH:21][c:20]3[c:19]([C:30](=[O:31])[NH2:32])[cH:18][cH:17][c:16](-[c:11]4[c:10]([F:9])[cH:15][cH:14][cH:13][cH:12]4)[c:28]3[c:27]2[cH:26][cH:25]1. Reported procedure: In a reaction flask, isopropanol (100 ml),dodecylmercaptan (30.66 grams, 0.151 moles),and sodium hydroxide pellets(6.1 grams, 0.153 moles) were mixed with stirring. In another flask 2,5-dimercapto-1,3,4-thiadiazole (11.3 grams, 0.076 moles) and epichlorohydrin(14 grams, 0.151 moles) were reacted in isopropanol(100 ml) by heating to reflux temperature. The reacted mixture was added to the reaction flask and refluxed for 0.5 hours. The solvent was stripped off to produce a yellow oil product chara... Reactants: SC=1SC(=NN1)S (2,5-dimercapto-1,3,4-thiadiazole), C(Cl)C1CO1 (epichlorohydrin), C(C)(C)O (isopropanol), C(CCCCCCCCCCC)S (dodecylmercaptan), [OH-].[Na+] (sodium hydroxide), C(C)(C)O (isopropanol). The product is C(CCCCCCCCCCC)SCC(CSC=1SC(=NN1)SCC(CSCCCCCCCCCCCC)O)O (2,5-Bis(3-dodecylthio-2-hydroxypropylthio)-1,3,4-thiadiazole). As a reaction SMILES: [CH2:1]([SH:13])[CH2:2][CH2:3][CH2:4][CH2:5][CH2:6][CH2:7][CH2:8][CH2:9][CH2:10][CH2:11][CH3:12].[OH-].[Na+].[SH:16][C:17]1[S:18][C:19]([SH:22])=[N:20][N:21]=1.[CH2:23]([CH:25]1[O:27][CH2:26]1)Cl.[CH:28]([OH:31])([CH3:30])[CH3:29]>>[CH2:1]([S:13][CH2:29][CH:28]([OH:31])[CH2:30][S:16][C:17]1[S:18][C:19]([S:22][CH2:23][CH:25]([OH:27])[CH2:26][S:13][CH2:1][CH2:2][CH2:3][CH2:4][CH2:5][CH2:6][CH2:7][CH2:8][CH2:9][CH2:10][CH2:11][CH3:12])=[N:20][N:21]=1)[CH2:2][CH2:3][CH2:4][CH2:5][CH2:6][CH2:7][CH2:8][CH2:9][CH2:10][CH2:11][CH3:12] |f:1.2|.